From a dataset of the Open Reaction Database (ORD), a public repository of structured organic reaction records. describe an organic reaction: reactants, conditions, products, and yield Reactants: BrB(Br)Br, ClCCl, Cl, COc1ccccc1Oc1cc(NC(C)=O)c(F)cc1[N+](=O)[O-], O. Reaction SMILES: [B:24]([Br:25])([Br:26])[Br:27].[CH2:30]([Cl:31])[Cl:32].[ClH:28].[F:1][c:2]1[c:3]([NH:20][C:21]([CH3:22])=[O:23])[cH:4][c:5]([O:11][c:12]2[c:13]([O:18][CH3:19])[cH:14][cH:15][cH:16][cH:17]2)[c:6]([N+:8](=[O:9])[O-:10])[cH:7]1.[OH2:29]>>[F:1][c:2]1[c:3]([NH:20][C:21]([CH3:22])=[O:23])[cH:4][c:5]([O:11][c:12]2[c:13]([OH:18])[cH:14][cH:15][cH:16][cH:17]2)[c:6]([N+:8](=[O:9])[O-:10])[cH:7]1. Yields the product CC(=O)Nc1cc(Oc2ccccc2O)c([N+](=O)[O-])cc1F. Starting materials: BrC=1C=C(C=CC1)C1NC2=CC=C(C=C2CC1(C)C)C(=O)O (2-(3-bromo-phenyl)-3,3-dimethyl-1,2,3,4-tetrahydro-quinoline-6-carboxylic acid), NC(CO)(C)C (2-amino-2-methyl-propan-1-ol), Cl.CN(CC(=O)O)C (N,N-dimethylglycine hydrochloride), C([O-])([O-])=O.[K+].[K+] (potassium carbonate). Reagents/catalysts: [Cu]I (copper(I) iodide). The solvent is CS(=O)C (dimethyl sulfoxide). Conditions: temperature 120 celsius, time 16 hour. Yields the product OCC(C)(C)NC=1C=C(C=CC1)C1NC2=CC=C(C=C2CC1(C)C)C(=O)O (2-[3-(2-hydroxy-1,1-dimethyl-ethylamino)-phenyl]-3,3-dimethyl-1,2,3,4-tetrahydro-quinoline-6-carboxylic acid). Yield: 2.2%. As a reaction SMILES: Br[C:2]1[CH:3]=[C:4]([CH:8]2[C:17]([CH3:19])([CH3:18])[CH2:16][C:15]3[C:10](=[CH:11][CH:12]=[C:13]([C:20]([OH:22])=[O:21])[CH:14]=3)[NH:9]2)[CH:5]=[CH:6][CH:7]=1.[NH2:23][C:24]([CH3:28])([CH3:27])[CH2:25][OH:26].Cl.CN(C)CC(O)=O.C(=O)([O-])[O-].[K+].[K+]>CS(C)=O.[Cu]I>[OH:26][CH2:25][C:24]([NH:23][C:2]1[CH:3]=[C:4]([CH:8]2[C:17]([CH3:19])([CH3:18])[CH2:16][C:15]3[C:10](=[CH:11][CH:12]=[C:13]([C:20]([OH:22])=[O:21])[CH:14]=3)[NH:9]2)[CH:5]=[CH:6][CH:7]=1)([CH3:28])[CH3:27] |f:2.3,4.5.6|. Procedure: A mixture of 2-(3-bromo-phenyl)-3,3-dimethyl-1,2,3,4-tetrahydro-quinoline-6-carboxylic acid (360 mg, 1 mmol), 2-amino-2-methyl-propan-1-ol (0.48 mL, 5 mmol), copper(I) iodide (115 mg, 0.6 mmol), N,N-dimethylglycine hydrochloride (112 g, 0.8 mmol) and potassium carbonate (415 mg, 3 mmol) in dimethyl sulfoxide (5 mL) was stirred at 120° C. for 16 h. Then the reaction mixture cooled to room temperature. The reaction mixture was extracted with ethyl acetate (2×150 mL), washed with water (2×50 mL) an... Starting materials: O1CCC2=C1C=CC(=C2)[C@H]2N(CCC=1C3=CC=CC=C3NC21)C(/C=C/C2=CC=C(OCCN1C(C3=CC=CC=C3C1=O)=O)C=C2)=O ((E)-(R)-2-[2-(4-{3-[1-(2,3-dihydrobenzofuran-5-yl)-1,3,4,9-tetrahydro-β-carbolin-2-yl]-3-oxo-propenyl}-phenoxy)ethyl]isoindole-1,3-dione), C1CCOC1 (THF), NN (hydrazine). Solvent: CO (MeOH). Conditions: temperature 45 celsius, time 4 hour. The product is O1CCC2=C1C=CC(=C2)[C@H]2N(CCC=1C3=CC=CC=C3NC21)C(\C=C\C2=CC=C(C=C2)OCCN)=O ((E)-(R)-1-[1-(2,3-Dihydrobenzofuran-5-yl)-1,3,4,9-tetrahydro-β-carbolin-2-yl]-3-(4-(2-aminoethoxy)phenyl)propene-1-one). The yield is 25.3%. RXN SMILES: [O:1]1[C:5]2[CH:6]=[CH:7][C:8]([C@@H:10]3[C:22]4[NH:21][C:20]5[C:15](=[CH:16][CH:17]=[CH:18][CH:19]=5)[C:14]=4[CH2:13][CH2:12][N:11]3[C:23](=[O:46])/[CH:24]=[CH:25]/[C:26]3[CH:45]=[CH:44][C:29]([O:30][CH2:31][CH2:32][N:33]4C(=O)C5C(=CC=CC=5)C4=O)=[CH:28][CH:27]=3)=[CH:9][C:4]=2[CH2:3][CH2:2]1.C1COCC1.NN>CO>[O:1]1[C:5]2[CH:6]=[CH:7][C:8]([C@@H:10]3[C:22]4[NH:21][C:20]5[C:15](=[CH:16][CH:17]=[CH:18][CH:19]=5)[C:14]=4[CH2:13][CH2:12][N:11]3[C:23](=[O:46])/[CH:24]=[CH:25]/[C:26]3[CH:27]=[CH:28][C:29]([O:30][CH2:31][CH2:32][NH2:33])=[CH:44][CH:45]=3)=[CH:9][C:4]=2[CH2:3][CH2:2]1. Procedure: To a solution of (E)-(R)-2-[2-(4-{3-[1-(2,3-dihydrobenzofuran-5-yl)-1,3,4,9-tetrahydro-β-carbolin-2-yl]-3-oxo-propenyl}-phenoxy)ethyl]isoindole-1,3-dione (0.85 g, 1.4 mmol) in 50 mL of MeOH:THF was added hydrazine (0.38 mL, 3 equiv., 35% in water). The resulting mixture was stirred at 45° C. for 4 hours. Evaporation in vacuo and flash chromatography with DCM:MeOH (80:20) as eluting solvent gave the title compound (0.17 g, 26%) as yellow powder.